Dataset: the Open Reaction Database (ORD), a public repository of structured organic reaction records. Task: describe an organic reaction: reactants, conditions, products, and yield The reactants are amide, NC1=C2C(=NC=N1)N(N=C2C2=CC(=C(C=C2)NS(=O)(=O)C2=C(C(=CC=C2)Cl)Cl)F)CC(=O)OC (methyl 2-[4-amino-3-(4-{[(2,3-dichlorophenyl)sulfonyl]amino}-3-fluorophenyl)-1H-pyrazolo[3,4-d]pyrimidin-1-yl]acetate), CN(CCO)C (N,N-dimethylethanolamine). Product: NC1=C2C(=NC=N1)N(N=C2C2=CC(=C(C=C2)NS(=O)(=O)C2=C(C(=CC=C2)Cl)Cl)F)CC(=O)OCCN(C)C (2-(dimethylamino)ethyl 2-[4-amino-3-(4-{[(2,3-dichlorophenyl)sulfonyl]amino}-3-fluorophenyl)-1H-pyrazolo[3,4-d]pyrimidin-1-yl]acetate). As a reaction SMILES: [NH2:1][C:2]1[N:7]=[CH:6][N:5]=[C:4]2[N:8]([CH2:30][C:31]([O:33][CH3:34])=[O:32])[N:9]=[C:10]([C:11]3[CH:16]=[CH:15][C:14]([NH:17][S:18]([C:21]4[CH:26]=[CH:25][CH:24]=[C:23]([Cl:27])[C:22]=4[Cl:28])(=[O:20])=[O:19])=[C:13]([F:29])[CH:12]=3)[C:3]=12.[CH3:35][N:36]([CH3:40])[CH2:37]CO>>[NH2:1][C:2]1[N:7]=[CH:6][N:5]=[C:4]2[N:8]([CH2:30][C:31]([O:33][CH2:34][CH2:35][N:36]([CH3:40])[CH3:37])=[O:32])[N:9]=[C:10]([C:11]3[CH:16]=[CH:15][C:14]([NH:17][S:18]([C:21]4[CH:26]=[CH:25][CH:24]=[C:23]([Cl:27])[C:22]=4[Cl:28])(=[O:19])=[O:20])=[C:13]([F:29])[CH:12]=3)[C:3]=12. Reported procedure: The representative procedure for amide formation was used in the reaction of methyl 2-[4-amino-3-(4-{[(2,3-dichlorophenyl)sulfonyl]amino}-3-fluorophenyl)-1H-pyrazolo[3,4-d]pyrimidin-1-yl]acetate (0.035 g, 0.067 mmol) with N,N-dimethylethanolamine (1 mL). Purification by preparative HPLC (25 to 100% acetonitrile in 0.1 M aqueous ammonium acetate over 20 min at 21 mL/min using an 8μ Hypersil HS C18, 250×21 mm column, Rt 7.50-8.07 min) afforded 2-(dimethylamino)ethyl 2-[4-amino-3-(4-{[(2,3-dichloro...